This data is from the Open Reaction Database (ORD), a public repository of structured organic reaction records. The task is: describe an organic reaction: reactants, conditions, products, and yield Starting materials: C(CC)N1C(=NC=2N=C(N(C2C1=O)COCC[Si](C)(C)C)C=1C=NNC1)N1CCCC1 (1-Propyl-8-(1H-pyrazol-4-yl)-2-pyrrolidin-1-yl-7-(2-trimethylsilanyl-ethoxymethyl)-1,7-dihydro-purin-6-one), C([O-])([O-])=O.[K+].[K+] (potassium carbonate), BrCC#CC1=CC=C(C=C1)F (1-(3-bromo-prop-1-ynyl)-4-fluoro-benzene). Solvent: CC(=O)C (acetone). Reaction conditions: temperature 80 celsius. The product is FC1=CC=C(C=C1)C#CCN1N=CC(=C1)C1=NC=2N=C(N(C(C2N1COCC[Si](C)(C)C)=O)CCC)N1CCCC1 (8-{1-[3-(4-Fluoro-phenyl)-prop-2-ynyl]-1H-pyrazol-4-yl}-1-propyl-2-pyrrolidin-1-yl-7-(2-trimethylsilanyl-ethoxymethyl)-1,7-dihydro-purin-6-one). The yield is 17.4%. RXN SMILES: [CH2:1]([N:4]1[C:12](=[O:13])[C:11]2[N:10]([CH2:14][O:15][CH2:16][CH2:17][Si:18]([CH3:21])([CH3:20])[CH3:19])[C:9]([C:22]3[CH:23]=[N:24][NH:25][CH:26]=3)=[N:8][C:7]=2[N:6]=[C:5]1[N:27]1[CH2:31][CH2:30][CH2:29][CH2:28]1)[CH2:2][CH3:3].C(=O)([O-])[O-].[K+].[K+].Br[CH2:39][C:40]#[C:41][C:42]1[CH:47]=[CH:46][C:45]([F:48])=[CH:44][CH:43]=1>CC(C)=O>[F:48][C:45]1[CH:46]=[CH:47][C:42]([C:41]#[C:40][CH2:39][N:24]2[CH:23]=[C:22]([C:9]3[N:10]([CH2:14][O:15][CH2:16][CH2:17][Si:18]([CH3:21])([CH3:20])[CH3:19])[C:11]4[C:12](=[O:13])[N:4]([CH2:1][CH2:2][CH3:3])[C:5]([N:27]5[CH2:28][CH2:29][CH2:30][CH2:31]5)=[N:6][C:7]=4[N:8]=3)[CH:26]=[N:25]2)=[CH:43][CH:44]=1 |f:1.2.3|. Procedure details: A mixture of 1-Propyl-8-(1H-pyrazol-4-yl)-2-pyrrolidin-1-yl-7-(2-trimethylsilanyl-ethoxymethyl)-1,7-dihydro-purin-6-one (0.111 g, 0.25 mmol), potassium carbonate (0.052 g, 0.38 mmol), 1-(3-bromo-prop-1-ynyl)-4-fluoro-benzene (0.69 g, 0.33 mmol) was taken in acetone (10 ml). The reaction mixture was heated at 80° C. for 2 hours. The mixture was cooled to room temperature and filtered through sintered funnel, washed with acetone. Solvent was evaporated and the residue was purified by preparative T... Starting materials: C[C@@H]1N(C(C=2N(C1)C(=NN2)C2=NC=CN=C2)=O)C(=O)OC(C)(C)C ((S)-tert-butyl 6-methyl-8-oxo-3-(pyrazin-2-yl)-5,6-dihydro-[1,2,4]triazolo[4,3-a]pyrazine-7(8H)-carboxylate), FC(C(=O)O)(F)F (trifluoroacetic acid). Run in C(Cl)Cl (DCM). Run at time 1 hour. Product: C[C@@H]1NC(C=2N(C1)C(=NN2)C2=NC=CN=C2)=O ((S)-6-methyl-3-(pyrazin-2-yl)-6,7-dihydro-[1,2,4]triazolo[4,3-a]pyrazin-8(5H)-one). The yield is 96.6%. RXN SMILES: [CH3:1][C@H:2]1[CH2:7][N:6]2[C:8]([C:11]3[CH:16]=[N:15][CH:14]=[CH:13][N:12]=3)=[N:9][N:10]=[C:5]2[C:4](=[O:17])[N:3]1C(OC(C)(C)C)=O.FC(F)(F)C(O)=O>C(Cl)Cl>[CH3:1][C@H:2]1[CH2:7][N:6]2[C:8]([C:11]3[CH:16]=[N:15][CH:14]=[CH:13][N:12]=3)=[N:9][N:10]=[C:5]2[C:4](=[O:17])[NH:3]1. Procedure details: To a solution of (S)-tert-butyl 6-methyl-8-oxo-3-(pyrazin-2-yl)-5,6-dihydro-[1,2,4]triazolo[4,3-a]pyrazine-7(8H)-carboxylate (0.4 g, 1.2 mmol) in DCM (12 mL) was added trifluoroacetic acid (2.5 mL, 31.7 mmol) and the reaction mixture was stirred for 1 hour at room temperature. The reaction mixture was concentrated and EtOAc (10 mL) was added. The resulting precipitate was collected via filtration and dried to provide the desired compound (267 mg, 64%). MS (ESI): mass calcd. for C10H10N6O, 230.2;... The reactants are CI, COc1ccc(CC(=O)c2ccnc(Cl)c2)c(Cl)c1, [H-], [Na+], C1CCOC1. Yields the product COc1ccc(C(C)C(=O)c2ccnc(Cl)c2)c(Cl)c1. Reaction SMILES: [CH3:22][I:23].[Cl:1][c:2]1[c:3]([CH2:10][C:11](=[O:12])[c:13]2[cH:14][c:15]([Cl:19])[n:16][cH:17][cH:18]2)[cH:4][cH:5][c:6]([O:8][CH3:9])[cH:7]1.[H-:20].[Na+:21].[O:24]1[CH2:25][CH2:26][CH2:27][CH2:28]1>>[Cl:1][c:2]1[c:3]([CH:10]([C:11](=[O:12])[c:13]2[cH:14][c:15]([Cl:19])[n:16][cH:17][cH:18]2)[CH3:22])[cH:4][cH:5][c:6]([O:8][CH3:9])[cH:7]1. The reactants are [C-]#N.[K+] (KCN), [Br-].C1=CC=C[N+]=2C=C3C(=CC12)C=CC=C3 (benzo[b]quinolizinium bromide), Cl(=O)(=O)(=O)[O-].[Na+] (sodium perchlorate). Run in O (water), O (water), C(C)O.O (ethanol water). The product is Cl(=O)(=O)(=O)[O-].C(CCC)C1=C2C(=CC=3C=CC=C[N+]13)C=CC=C2 (6-butylbenzo[b]quinolizinium perchlorate). Reaction SMILES: [C-]#N.[K+].[Br-].[CH:5]1[C:14]2[CH:13]=[C:12]3[CH:15]=[CH:16][CH:17]=[CH:18][C:11]3=[CH:10][N+:9]=2[CH:8]=[CH:7][CH:6]=1.[Cl:19]([O-:23])(=[O:22])(=[O:21])=[O:20].[Na+]>O.C(O)C.O>[Cl:19]([O-:23])(=[O:22])(=[O:21])=[O:20].[CH2:14]([C:10]1[N+:9]2[CH:8]=[CH:7][CH:6]=[CH:5][C:14]=2[CH:13]=[C:12]2[CH:15]=[CH:16][CH:17]=[CH:18][C:11]=12)[CH2:5][CH2:6][CH3:7] |f:0.1,2.3,4.5,7.8,9.10|. Procedure: A solution of KCN (3g, 0.046 mol) in a minimum of water was added to a solution of benzo[b]quinolizinium bromide (10 g; 0.0385 mol) in 200 ml water. The resulting solid was extracted with an equal volume of methylene chloride. The above organic layer was heated and a solution of bromine (6.4 g) in methylene chloride was added. The resulting yellow solid was isolated, dissolved in ethanol/water, and the resulting solution was treated with sodium perchlorate solution. The perchlorate salt was filt...